From a dataset of the Open Reaction Database (ORD), a public repository of structured organic reaction records. describe an organic reaction: reactants, conditions, products, and yield Reactants: CC(C(C)(C)O1)(C)OB1C2=CN=C(N(C)C=N3)C3=C2, ClC1=CC2=C(C=CN2)C=C1. Reagents/catalysts: CC(C)(C)C1=CC=C(C=C1)C2=CC=C(C=C2)C(C)(C)C, [O-]P(=O)([O-])[O-].[K+].[K+].[K+], CC(C1=CC(C(C)C)=C(C2=CC=CC=C2P(C3CCCCC3)C4CCCCC4)C(C(C)C)=C1)C.NC5=CC=CC=C5C6=CC=CC=[C-]6.Cl[Pd+]. Run in C1CCOC1, O (water), C1CCOC1. Run at temperature 25 celsius, time 24 hour. Product: CN1C2=NC=C(C3=CC4=C(C=C3)C=CN4)C=C2N=C1. Yield: 47.0%. The reactants are ice water, [H-].[Na+] (Sodium hydride), N1N=NC2=C1C=CC=C2 (benzotriazole), ICCCCCCCC (1-iodooctane), [OH-].[Na+] (NaOH). The solvent is CN(C=O)C (dimethylformamide). Conditions: time 3 day. Product: C(CCCCCCC)N1N=C2C(=N1)C=CC=C2 (2-octyl-2H-benzo[d][1,2,3]triazole). Yield: 33.9%. Reaction SMILES: [H-].[Na+].[NH:3]1[C:7]2[CH:8]=[CH:9][CH:10]=[CH:11][C:6]=2[N:5]=[N:4]1.I[CH2:13][CH2:14][CH2:15][CH2:16][CH2:17][CH2:18][CH2:19][CH3:20].[OH-].[Na+]>CN(C)C=O>[CH2:13]([N:4]1[N:5]=[C:6]2[CH:11]=[CH:10][CH:9]=[CH:8][C:7]2=[N:3]1)[CH2:14][CH2:15][CH2:16][CH2:17][CH2:18][CH2:19][CH3:20] |f:0.1,4.5|. Procedure details: Sodium hydride (60% in oil, 4.00 g, 100 mmol) was added in small portions within 1 hours to a solution of benzotriazole (14.3 g, 120 mmol) and 1-iodooctane (25 g, 104 mmol) in anhydrous dimethylformamide (100 mL) stirred under argon at room temperature. After the addition, stirring was continued for 3 days. The reaction mixture was poured into ice/water (100 mL), treated with 2 N NaOH (100 mL) and extracted with hexane/ethyl ether (1:1, 3×200 mL). The extract was washed with water (200 mL), drie... The reactants are C(#N)CN1N=CC2=CC=C3C(=C12)OC(=C(C3=O)C3=CC=C(C=C3)C3(CCC3)NC(OC(C)(C)C)=O)C3=CC=CC=C3 (tert-Butyl (1-(4-(1-(cyanomethyl)-6-oxo-8-phenyl-1,6-dihydropyrano[3,2-g]indazol-7-yl)phenyl)cyclobutyl)carbamate). Run in CO (methanol), CO (methanol). Product: NC1(CCC1)C1=CC=C(C=C1)C=1C(C2=CC=C3C=NN(C3=C2OC1C1=CC=CC=C1)CC#N)=O (2-(7-(4-(1-aminocyclobutyl)phenyl)-6-oxo-8-phenylpyrano[3,2-g]indazol-1(6H)-yl)acetonitrile). The yield is 36.3%. As a reaction SMILES: [C:1]([CH2:3][N:4]1[C:12]2[C:7](=[CH:8][CH:9]=[C:10]3[C:16](=[O:17])[C:15]([C:18]4[CH:23]=[CH:22][C:21]([C:24]5([NH:28]C(=O)OC(C)(C)C)[CH2:27][CH2:26][CH2:25]5)=[CH:20][CH:19]=4)=[C:14]([C:36]4[CH:41]=[CH:40][CH:39]=[CH:38][CH:37]=4)[O:13][C:11]3=2)[CH:6]=[N:5]1)#[N:2]>CO>[NH2:28][C:24]1([C:21]2[CH:20]=[CH:19][C:18]([C:15]3[C:16](=[O:17])[C:10]4[C:11]([O:13][C:14]=3[C:36]3[CH:37]=[CH:38][CH:39]=[CH:40][CH:41]=3)=[C:12]3[C:7]([CH:6]=[N:5][N:4]3[CH2:3][C:1]#[N:2])=[CH:8][CH:9]=4)=[CH:23][CH:22]=2)[CH2:27][CH2:26][CH2:25]1. Reported procedure: tert-Butyl (1-(4-(1-(cyanomethyl)-6-oxo-8-phenyl-1,6-dihydropyrano[3,2-g]indazol-7-yl)phenyl)cyclobutyl)carbamate (20 mg, 0.037 mmol) was loaded in a 1 g SCX-2 cartridge column preconditioned with methanol (2×1 mL). The compound was loaded to the column using 1 mL of methanol. After 1 h the column was washed with 3×1 mL of methanol. The product was eluted with 7 N ammonia in methanol (2×1 mL). The solvent was evaporated to afford the title compound (6 mg, 49%). Residual starting material was rec... The reactants are CC1=CCCC(C)(C)C1C=CC(C)N(C)C, CCO, ClCc1ccc(Cl)cc1, [I-], [K+], O. Yields the product CC1=CCCC(C)(C)C1C=CC(C)[N+](C)(C)Cc1ccc(Cl)cc1, [I-]. Reaction SMILES: [CH3:1][CH:2]([CH:3]=[CH:4][CH:5]1[C:6]([CH3:13])=[CH:7][CH2:8][CH2:9][C:10]1([CH3:11])[CH3:12])[N:14]([CH3:15])[CH3:16].[CH3:26][CH2:27][OH:28].[Cl:17][CH2:18][c:19]1[cH:20][cH:21][c:22]([Cl:25])[cH:23][cH:24]1.[I-:30].[K+:29].[OH2:31]>>[CH3:1][CH:2]([CH:3]=[CH:4][CH:5]1[C:6]([CH3:13])=[CH:7][CH2:8][CH2:9][C:10]1([CH3:11])[CH3:12])[N+:14]([CH3:15])([CH3:16])[CH2:18][c:19]1[cH:20][cH:21][c:22]([Cl:25])[cH:23][cH:24]1.[I-:30]. Reactants: C1CCNCC1, CN(C)c1ccc(C(=O)Cl)cc1, CN(C)c1ccncc1, CC(C)(C)OC(=O)N1CCN(c2cc(N)c([N+](=O)[O-])cc2Cl)CC1. Yields the product CN(C)c1ccc(C(=O)Nc2cc(N3CCN(C(=O)OC(C)(C)C)CC3)c(Cl)cc2[N+](=O)[O-])cc1. RXN SMILES: [CH2:37]1[CH2:38][CH2:39][NH:40][CH2:41][CH2:42]1.[CH3:25][N:26]([CH3:27])[c:28]1[cH:29][cH:30][c:31]([C:32](=[O:33])[Cl:34])[cH:35][cH:36]1.[CH3:43][N:44]([c:45]1[cH:46][cH:47][n:48][cH:49][cH:50]1)[CH3:51].[NH2:1][c:2]1[c:3]([N+:22](=[O:23])[O-:24])[cH:4][c:5]([Cl:21])[c:6]([N:8]2[CH2:9][CH2:10][N:11]([C:14](=[O:15])[O:16][C:17]([CH3:18])([CH3:19])[CH3:20])[CH2:12][CH2:13]2)[cH:7]1>>[NH:1]([c:2]1[c:3]([N+:22](=[O:23])[O-:24])[cH:4][c:5]([Cl:21])[c:6]([N:8]2[CH2:9][CH2:10][N:11]([C:14](=[O:15])[O:16][C:17]([CH3:18])([CH3:19])[CH3:20])[CH2:12][CH2:13]2)[cH:7]1)[C:32]([c:31]1[cH:30][cH:29][c:28]([N:26]([CH3:25])[CH3:27])[cH:36][cH:35]1)=[O:33]. The reactants are C(C)N(C=1C=C(C=CC1)O)CC (m-diethylaminophenol), C1(C=2C(C(=O)O1)=CC=CC2)=O (phthalic anhydride). Solvent: C1(=CC=CC=C1)C (toluene). Yields the product C(=O)(O)C1=C(C(=O)C2=C(C=C(C=C2)N(CC)CC)O)C=CC=C1 (2-(2′-carboxybenzoyl)-5-diethylaminophenol). As a reaction SMILES: [CH2:1]([N:3]([CH2:11][CH3:12])[C:4]1[CH:5]=[C:6]([OH:10])[CH:7]=[CH:8][CH:9]=1)[CH3:2].[C:13]1(=[O:23])[O:18][C:16](=[O:17])[C:15]2=[CH:19][CH:20]=[CH:21][CH:22]=[C:14]12>C1(C)C=CC=CC=1>[C:16]([C:15]1[CH:19]=[CH:20][CH:21]=[CH:22][C:14]=1[C:13]([C:7]1[CH:8]=[CH:9][C:4]([N:3]([CH2:1][CH3:2])[CH2:11][CH3:12])=[CH:5][C:6]=1[OH:10])=[O:23])([OH:18])=[O:17]. Procedure details: 2-(2′-Carboxybenzoyl)-5-diethylaminophenol was prepared as follows. A mixture of m-diethylaminophenol (1 mole) and phthalic anhydride (1.2 moles) was refluxed in toluene (2.0 L) for about 16 hours, cooled, and the resulting solid filtered, washed with toluene and dried to give 2-(2′-carboxybenzoyl)-5-diethylaminophenol in 70% yield. The reactants are CCOC(=O)c1cn(C2CCCNC2)c2cnc(Br)cc2c1=O, O=C([O-])[O-], CC#N, CCOC(C)=O, CCN(CC)CCCl, Cl, Cl, [K+], [K+]. The product is CCOC(=O)c1cn(C2CCCN(CCN(CC)CC)C2)c2cnc(Br)cc2c1=O. RXN SMILES: [Br:2][c:3]1[cH:4][c:5]2[c:6](=[O:24])[c:7]([C:19](=[O:20])[O:21][CH2:22][CH3:23])[cH:8][n:9]([CH:13]3[CH2:14][NH:15][CH2:16][CH2:17][CH2:18]3)[c:10]2[cH:11][n:12]1.[C:34](=[O:35])([O-:36])[O-:37].[CH3:40][C:41]#[N:42].[CH3:43][CH2:44][O:45][C:46](=[O:47])[CH3:48].[Cl:26][CH2:27][CH2:28][N:29]([CH2:30][CH3:31])[CH2:32][CH3:33].[ClH:1].[ClH:25].[K+:38].[K+:39]>>[Br:2][c:3]1[cH:4][c:5]2[c:6](=[O:24])[c:7]([C:19](=[O:20])[O:21][CH2:22][CH3:23])[cH:8][n:9]([CH:13]3[CH2:14][N:15]([CH2:27][CH2:28][N:29]([CH2:30][CH3:31])[CH2:32][CH3:33])[CH2:16][CH2:17][CH2:18]3)[c:10]2[cH:11][n:12]1.